This data is from the Open Reaction Database (ORD), a public repository of structured organic reaction records. The task is: describe an organic reaction: reactants, conditions, products, and yield Starting materials: Cc1cc2nc(-c3ccccc3)ccc2cc1Cl, ClC(Cl)(Cl)Cl, CC(C)(C#N)N=NC(C)(C)C#N, [Na+], O=C([O-])O, O=C1CCC(=O)N1Br, O. The product is O=Cc1cc2nc(-c3ccccc3)ccc2cc1Cl. Reaction SMILES: [Cl:1][c:2]1[cH:3][c:4]2[cH:5][cH:6][c:7](-[c:13]3[cH:14][cH:15][cH:16][cH:17][cH:18]3)[n:8][c:9]2[cH:10][c:11]1[CH3:12].[Cl:45][C:46]([Cl:47])([Cl:48])[Cl:49].[N:19]#[C:20][C:21]([N:22]=[N:23][C:24]([C:25]#[N:26])([CH3:27])[CH3:28])([CH3:29])[CH3:30].[Na+:43].[O-:39][C:40]([OH:41])=[O:42].[O:31]=[C:32]1[N:33]([Br:34])[C:35](=[O:36])[CH2:37][CH2:38]1.[OH2:44]>>[Cl:1][c:2]1[cH:3][c:4]2[cH:5][cH:6][c:7](-[c:13]3[cH:14][cH:15][cH:16][cH:17][cH:18]3)[n:8][c:9]2[cH:10][c:11]1[CH:12]=[O:31]. Reactants: BrC1=CC=C(C=C1)C(=O)C1=CC=C(C=C1)Br (bis-(4-bromophenyl)methanone), [BH4-].[Na+] (sodium borohydride). Solvent: C1CCOC1 (THF). Conditions: time 8 hour. The product is BrC1=CC=C(C=C1)C(O)C1=CC=C(C=C1)Br (bis-(4-bromophenyl)methanol). Yield: 100.7%. Reaction SMILES: [Br:1][C:2]1[CH:7]=[CH:6][C:5]([C:8]([C:10]2[CH:15]=[CH:14][C:13]([Br:16])=[CH:12][CH:11]=2)=[O:9])=[CH:4][CH:3]=1.[BH4-].[Na+]>C1COCC1>[Br:1][C:2]1[CH:7]=[CH:6][C:5]([CH:8]([C:10]2[CH:15]=[CH:14][C:13]([Br:16])=[CH:12][CH:11]=2)[OH:9])=[CH:4][CH:3]=1 |f:1.2|. Procedure details: A solution of bis-(4-bromophenyl)methanone (406 mg, 1.19 mmol) in THF (12 mL) is cooled to 0° C., treated portion-wise with sodium borohydride (37.8 mg, 0.893 mmol), and stirred at RT overnight. The reaction mixture is again cooled to 0° C., then quenched with 1 N HCl. Water is added, and the mixture is extracted with ethyl acetate (3×). The combined organic layers are dried and concentrated to give bis-(4-bromophenyl)methanol (410 mg, in excess of theoretical yield) as a crude residue to be use...